Task: describe an organic reaction: reactants, conditions, products, and yield. Dataset: the Open Reaction Database (ORD), a public repository of structured organic reaction records Reactants: [N+](=O)([O-])C1=CC=C(C=C1)NC(C=C)=O (N-(4-nitrophenyl)-acrylamide), FeSO4, [OH-].[Na+] (NaOH). Reagents/catalysts: [Fe] (Iron). Run in O (water), CCOC(=O)C (EtOAc), O (water). Reaction conditions: time 3 hour. Product: NC1=CC=C(C=C1)NC(C=C)=O (N-(4-aminophenyl)-acrylamide). RXN SMILES: [N+:1]([C:4]1[CH:9]=[CH:8][C:7]([NH:10][C:11](=[O:14])[CH:12]=[CH2:13])=[CH:6][CH:5]=1)([O-])=O.[OH-].[Na+]>CCOC(C)=O.O.[Fe]>[NH2:1][C:4]1[CH:5]=[CH:6][C:7]([NH:10][C:11](=[O:14])[CH:12]=[CH2:13])=[CH:8][CH:9]=1 |f:1.2|. Procedure details: A mixture of N-(4-nitrophenyl)-acrylamide (Step 1) (0.203 g, 1.06 mmol), Iron powder (0.354 g, 6.34 mmol), FeSO4 (0.587 g, 2.11 mmol), Celite® (0.2 g) and water (6 mL) was heated to reflux with stirring for 3 h. The reaction mixture was cooled to RT and the solution was made basic to pH 13-14 by the addition of 2 N NaOH. The reaction mixture was diluted with EtOAc and water. The solution was filtered to remove the solids and solids washed with EtOAc. The aqueous layer was extracted three times w...